Task: describe an organic reaction: reactants, conditions, products, and yield. Dataset: the Open Reaction Database (ORD), a public repository of structured organic reaction records The reactants are BrCC1=NOC(=C1)C (3-(bromomethyl)-5-methylisoxazole), C(C1=CC=CC=C1)NC(=O)C1=C(N=C(S1)N1C(C=C(C=C1)O)=O)C (N-benzyl-2-(4-hydroxy-2-oxopyridin-1(2H)-yl)-4-methylthiazole-5-carboxamide). Product: C(C1=CC=CC=C1)NC(=O)C1=C(N=C(S1)N1C(C=C(C=C1)OCC1=NOC(=C1)C)=O)C (N-Benzyl-4-methyl-2-(4-((5-methylisoxazol-3-yl)methoxy)-2-oxopyridin-1(2H)-yl)thiazole-5-carboxamide). The yield is 47.0%. As a reaction SMILES: Br[CH2:2][C:3]1[CH:7]=[C:6]([CH3:8])[O:5][N:4]=1.[CH2:9]([NH:16][C:17]([C:19]1[S:23][C:22]([N:24]2[CH:29]=[CH:28][C:27]([OH:30])=[CH:26][C:25]2=[O:31])=[N:21][C:20]=1[CH3:32])=[O:18])[C:10]1[CH:15]=[CH:14][CH:13]=[CH:12][CH:11]=1>>[CH2:9]([NH:16][C:17]([C:19]1[S:23][C:22]([N:24]2[CH:29]=[CH:28][C:27]([O:30][CH2:2][C:3]3[CH:7]=[C:6]([CH3:8])[O:5][N:4]=3)=[CH:26][C:25]2=[O:31])=[N:21][C:20]=1[CH3:32])=[O:18])[C:10]1[CH:15]=[CH:14][CH:13]=[CH:12][CH:11]=1. Procedure details: Following the procedure as described in Example 21, making variation only as required to use 3-(bromomethyl)-5-methylisoxazole in place of 2-(chloromethyl)-5-phenyl-1,3,4-oxadiazole to react with N-benzyl-2-(4-hydroxy-2-oxopyridin-1(2H)-yl)-4-methylthiazole-5-carboxamide, the title compound was obtained as a colorless solid in 47% yield: 1H NMR (300 MHz, DMSO-d6) δ 8.79 (t, J=5.9 Hz, 1H), 8.62 (d, J=8.1 Hz, 1H), 7.35-7.18 (m, 5H), 6.38-6.35 (m, 2H), 6.26 (d, J=2.6 Hz, 1H), 5.22 (s, 2H), 4.38 (d,... Reported procedure: The title compound (144 mg) was prepared from 4-bromo-2,6-difluoroaniline (200 mg, 0.96 mmol) and 3-(difluoromethoxy)phenylboronic acid (234 mg, 1.25 mmol) as a white solid. 1H-NMR (δ ppm, DMSO-d6, 400 MHz): 7.49 (d, J 7.9, 1H), 7.43-7.39 (m, 2H), 7.38-7.30 (m, 2H), 7.32 (t, J 74, 1H), 7.06 (dd, J 1.8, 7.9, 1H), 5.42 (s, 2H). The product is FC(OC=1C=C(C=CC1)C1=CC(=C(C(=C1)F)N)F)F (3′-(difluoromethoxy)-3,5-difluorobiphenyl-4-amine). The yield is 55.3%. Reactants: BrC1=CC(=C(N)C(=C1)F)F (4-bromo-2,6-difluoroaniline), FC(OC=1C=C(C=CC1)B(O)O)F (3-(difluoromethoxy)phenylboronic acid). As a reaction SMILES: Br[C:2]1[CH:8]=[C:7]([F:9])[C:5]([NH2:6])=[C:4]([F:10])[CH:3]=1.[F:11][CH:12]([F:23])[O:13][C:14]1[CH:15]=[C:16](B(O)O)[CH:17]=[CH:18][CH:19]=1>>[F:11][CH:12]([F:23])[O:13][C:14]1[CH:19]=[C:18]([C:2]2[CH:8]=[C:7]([F:9])[C:5]([NH2:6])=[C:4]([F:10])[CH:3]=2)[CH:17]=[CH:16][CH:15]=1. Starting materials: C(=O)=O (CO2), product, C(=C(CC(=O)[O-])C(=O)[O-])(C(=O)[O-])C(=O)[O-].[Na+].[Na+].[Na+].[Na+] (tetrasodium propene-1,1,2,3-tetracarboxylate), cis-trans aconitic acid, Cl (HCl). The solvent is O (water). Yields the product C(/C(=C\C(=O)O)/C(=O)O)C(=O)O (TRANS ACONITIC ACID). Reaction SMILES: [C:1](C([O-])=O)([C:10]([O-:12])=[O:11])=[C:2]([C:7]([O-:9])=[O:8])[CH2:3][C:4]([O-:6])=[O:5].[Na+].[Na+].[Na+].[Na+].Cl.C(=O)=O>O>[CH2:3]([C:4]([OH:6])=[O:5])/[C:2](/[C:7]([OH:9])=[O:8])=[CH:1]\[C:10]([OH:12])=[O:11] |f:0.1.2.3.4|. Reported procedure: Nine grams of the product as prepared in Example XXIII, i.e. tetrasodium propene-1,1,2,3-tetracarboxylate, is dissolved in 100 mls water and acidified with dilute HCl (10%). Liberation of CO2 is instantaneous. The residue, after evaporation of water, is extracted with acetone. The acetone is evaporated to leave a residue consisting of a 1:1 by weight mixture of cis-trans aconitic acid. The structure of the product is confirmed by NMR analysis (D2O): ##STR74## Starting materials: CC(C)(C)c1ccc(C(=O)Nc2nc3ccc(Br)nc3s2)cc1, O=C([O-])[O-], CC1(C)OB(c2ccncc2)OC1(C)C, N#N, [Na+], [Na+], [Na+], O=C([O-])O, C1COCCO1, CN(C)C=O. Product: CC(C)(C)c1ccc(C(=O)Nc2nc3ccc(-c4ccncc4)nc3s2)cc1. Reaction SMILES: [Br:1][c:2]1[cH:3][cH:4][c:5]2[c:6]([n:7]1)[s:8][c:9]([NH:11][C:12]([c:13]1[cH:14][cH:15][c:16]([C:19]([CH3:20])([CH3:21])[CH3:22])[cH:17][cH:18]1)=[O:23])[n:10]2.[C:39](=[O:40])([O-:41])[O-:42].[CH3:24][C:25]1([CH3:26])[C:27]([CH3:28])([CH3:29])[O:30][B:31]([c:32]2[cH:33][cH:34][n:35][cH:36][cH:37]2)[O:38]1.[N:61]#[N:62].[Na+:43].[Na+:44].[Na+:49].[O-:45][C:46]([OH:47])=[O:48].[O:50]1[CH2:51][CH2:52][O:53][CH2:54][CH2:55]1.[O:56]=[CH:57][N:58]([CH3:59])[CH3:60]>>[c:2]1(-[c:32]2[cH:33][cH:34][n:35][cH:36][cH:37]2)[cH:3][cH:4][c:5]2[c:6]([n:7]1)[s:8][c:9]([NH:11][C:12]([c:13]1[cH:14][cH:15][c:16]([C:19]([CH3:20])([CH3:21])[CH3:22])[cH:17][cH:18]1)=[O:23])[n:10]2. The reactants are CC(C)(C)[Si](C)(C)Cl, ClCCl, N#N, O=Cc1ccc2cccc(O)c2n1, c1c[nH]cn1. The product is CC(C)(C)[Si](C)(C)Oc1cccc2ccc(C=O)nc12. As a reaction SMILES: [C:19]([CH3:20])([CH3:21])([CH3:22])[Si:23]([CH3:24])([CH3:25])[Cl:26].[Cl:27][CH2:28][Cl:29].[N:30]#[N:31].[OH:1][c:2]1[cH:3][cH:4][cH:5][c:6]2[cH:7][cH:8][c:9]([CH:12]=[O:13])[n:10][c:11]12.[nH:14]1[cH:15][cH:16][n:17][cH:18]1>>[O:1]([c:2]1[cH:3][cH:4][cH:5][c:6]2[cH:7][cH:8][c:9]([CH:12]=[O:13])[n:10][c:11]12)[Si:23]([C:19]([CH3:20])([CH3:21])[CH3:22])([CH3:24])[CH3:25].